This data is from the Open Reaction Database (ORD), a public repository of structured organic reaction records. The task is: describe an organic reaction: reactants, conditions, products, and yield Starting materials: S(O)(O)(=O)=O (sulphuric acid), C(C)OCOC=1C=C(C=C(C1)OCOCC)C=CC=1C=C(C=CC1)CCCCCO (5-{3-[2-(3,5-bis-ethoxymethoxyphenyl)vinyl]phenyl}pentan-1-ol). Run in CO (methanol), C1CCOC1 (THF), CO (methanol). The product is OCCCCCC=1C=C(C=CC1)C=CC=1C=C(C=C(C1)O)O (5-{2-[3-(5-Hydroxypentyl)phenyl]vinyl}benzene-1,3-diol). As a reaction SMILES: S(=O)(=O)(O)O.C(OC[O:10][C:11]1[CH:12]=[C:13]([CH:22]=[CH:23][C:24]2[CH:25]=[C:26]([CH2:30][CH2:31][CH2:32][CH2:33][CH2:34][OH:35])[CH:27]=[CH:28][CH:29]=2)[CH:14]=[C:15]([O:17]COCC)[CH:16]=1)C>CO.C1COCC1>[OH:35][CH2:34][CH2:33][CH2:32][CH2:31][CH2:30][C:26]1[CH:25]=[C:24]([CH:23]=[CH:22][C:13]2[CH:12]=[C:11]([OH:10])[CH:16]=[C:15]([OH:17])[CH:14]=2)[CH:29]=[CH:28][CH:27]=1. Procedure: In a manner similar to Example 1(j), by reacting 0.1 ml of concentrated sulphuric acid in 1 ml of methanol with 90 mg (0.2 mmol) of 5-{3-[2-(3,5-bis-ethoxymethoxyphenyl)vinyl]phenyl}pentan-1-ol in 1 ml of methanol and 1 ml of THF, after purification on a silica column (ethyl acetate 60-heptane 40), a white powder (m=33 mg; Y=55%) is obtained. The reactants are C(=C)(C)C=1OCCN1 (2-isopropenyloxazoline), S([O-])(O)=O.[Na+] (sodium bisulfite). The product is C(C=C)(=O)NCCS(=O)(=O)O (2-acrylamido-ethane-1-sulfonic acid). Reaction SMILES: [C:1]([C:4]1[O:5][CH2:6][CH2:7][N:8]=1)(C)=[CH2:2].[S:9](=[O:12])([OH:11])[O-:10].[Na+]>>[C:4]([NH:8][CH2:7][CH2:6][S:9]([OH:12])(=[O:11])=[O:10])(=[O:5])[CH:1]=[CH2:2] |f:1.2|. Reported procedure: A process of claim 1 wherein a homopolymer of 2-isopropenyloxazoline is reacted with sodium bisulfite in order to provide a homopolymer of 2-acrylamido-ethane-1-sulfonic acid. Procedure: The sulfonamide of Example 5 (5.0 g) was stirred in 75 mL dry xylenes with 0.1 g DABCO® and 1.9 mL n-butylisocyanate, then heated to reflux (138°) with a dry ice condenser in place. Phosgene gas was introduced into the vessel above the liquid level until the reaction temperature dropped below 130°. As phosgene was absorbed by the reactants, a gradual rise in reaction temperature was observed. Heating was continued until the reaction temperature remained constant, indicating complete consumption ... As a reaction SMILES: [NH2:1][S:2](C1C=C(C2C=CC=CC=2)C=CC=1C(OC)=O)(=[O:4])=[O:3].C1N2CCN(CC2)C1.C([N:33]=[C:34]=[O:35])CCC.[C:36](Cl)(Cl)=[O:37]>>[S:2]([N:1]=[C:36]=[O:37])([N:33]=[C:34]=[O:35])(=[O:3])=[O:4]. Yields the product S(=O)(=O)(N=C=O)N=C=O (sulfonyl isocyanate). Solvent: xylenes. The reactants are NS(=O)(=O)C1=C(C(=O)OC)C=CC(=C1)C1=CC=CC=C1 (Methyl 2-(Aminosulfonyl)-4-phenylbenzoate), C1CN2CCN1CC2 (DABCO), C(CCC)N=C=O (n-butylisocyanate), C(=O)(Cl)Cl (Phosgene). The reactants are BrC1=CC(=C(C=C1)C1=CC2=C(N=C(N=C2)S(=O)C)N(C1=O)CC)Cl (6-(4-bromo-2-chlorophenyl)-8-ethyl-2-(methylsulfinyl)pyrido[2,3-d]pyrimidin-7(8H)-one), CN1CCN(CC1)C1=CC=C(N)C=C1 (4-(4-methylpiperazino)aniline). Solvent: ClCCl (dichloromethane). The product is BrC1=CC(=C(C=C1)C1=CC2=C(N=C(N=C2)NC2=CC=C(C=C2)N2CCN(CC2)C)N(C1=O)CC)Cl (6-(4-bromo-2-chlorophenyl)-8-ethyl-2-(4-(4-methylpiperazin-1-yl)-phenylamino)pyrido[2,3-d]pyrimidin-7(8H)-one). Isolated yield 41.1%. RXN SMILES: [Br:1][C:2]1[CH:7]=[CH:6][C:5]([C:8]2[C:20](=[O:21])[N:19]([CH2:22][CH3:23])[C:11]3[N:12]=[C:13](S(C)=O)[N:14]=[CH:15][C:10]=3[CH:9]=2)=[C:4]([Cl:24])[CH:3]=1.[CH3:25][N:26]1[CH2:31][CH2:30][N:29]([C:32]2[CH:38]=[CH:37][C:35]([NH2:36])=[CH:34][CH:33]=2)[CH2:28][CH2:27]1>ClCCl>[Br:1][C:2]1[CH:7]=[CH:6][C:5]([C:8]2[C:20](=[O:21])[N:19]([CH2:22][CH3:23])[C:11]3[N:12]=[C:13]([NH:36][C:35]4[CH:34]=[CH:33][C:32]([N:29]5[CH2:28][CH2:27][N:26]([CH3:25])[CH2:31][CH2:30]5)=[CH:38][CH:37]=4)[N:14]=[CH:15][C:10]=3[CH:9]=2)=[C:4]([Cl:24])[CH:3]=1. Procedure details: 6-(4-Bromo-2-chlorophenyl)-8-ethyl-2-(methylsulfinyl)pyrido[2,3-d]pyrimidin-7(8H)-one (11, 0.60 g, 1.41 mmol) and 4-(4-methylpiperazino)aniline (0.27 g, 1.41 mmol) were stirred at 150° C. for 4 h. The cooled reaction mixture was taken up in dichloromethane (50 mL) and washed with 10% NaOH (1×25 mL) then with water (1×20 mL). The organic layer was dried over sodium sulfate, filtered and evaporated. The residue was purified by column chromatography using chloroform:methanol (100:3) as eluent to gi... The reactants are CCNc1nccs1, ClCCCl, COc1ccc2c(C(=O)C(C)(C)C)nn(CC(=O)O)c2c1, CCN(C(C)C)C(C)C, CN(C)C=O, On1nnc2ccccc21. Product: CCN(C(=O)Cn1nc(C(=O)C(C)(C)C)c2ccc(OC)cc21)c1nccs1. RXN SMILES: [CH2:32]([CH3:33])[NH:34][c:35]1[s:36][cH:37][cH:38][n:39]1.[CH2:54]([Cl:55])[CH2:56][Cl:57].[CH3:1][C:2]([C:3](=[O:4])[c:5]1[n:6][n:7]([CH2:16][C:17](=[O:18])[OH:19])[c:8]2[cH:9][c:10]([O:14][CH3:15])[cH:11][cH:12][c:13]12)([CH3:20])[CH3:21].[CH:40]([N:41]([CH2:42][CH3:43])[CH:44]([CH3:45])[CH3:46])([CH3:47])[CH3:48].[O:49]=[CH:50][N:51]([CH3:52])[CH3:53].[OH:22][n:23]1[c:24]2[c:25]([cH:26][cH:27][cH:28][cH:29]2)[n:30][n:31]1>>[CH3:1][C:2]([C:3](=[O:4])[c:5]1[n:6][n:7]([CH2:16][C:17](=[O:18])[N:34]([CH2:32][CH3:33])[c:35]2[s:36][cH:37][cH:38][n:39]2)[c:8]2[cH:9][c:10]([O:14][CH3:15])[cH:11][cH:12][c:13]12)([CH3:20])[CH3:21]. The reactants are COC(=O)CBr, O=C([O-])[O-], CC#N, [Cs+], [Cs+], N#Cc1ccc(NCC(F)(F)F)cc1C(F)(F)F. Product: COC(=O)CN(CC(F)(F)F)c1ccc(C#N)c(C(F)(F)F)c1. Reaction SMILES: [Br:19][CH2:20][C:21](=[O:22])[O:23][CH3:24].[C:25](=[O:26])([O-:27])[O-:28].[CH3:31][C:32]#[N:33].[Cs+:29].[Cs+:30].[F:1][C:2]([CH2:3][NH:4][c:5]1[cH:6][c:7]([C:13]([F:14])([F:15])[F:16])[c:8]([C:9]#[N:10])[cH:11][cH:12]1)([F:17])[F:18]>>[F:1][C:2]([CH2:3][N:4]([c:5]1[cH:6][c:7]([C:13]([F:14])([F:15])[F:16])[c:8]([C:9]#[N:10])[cH:11][cH:12]1)[CH2:20][C:21](=[O:22])[O:23][CH3:24])([F:17])[F:18]. Reactants: Cc1nc2scc(C)n2c(=O)c1CCBr, Br, CC(=O)CC(C)C, Fc1ccc(C2(C3CCNCC3)OCCO2)cc1, [Na+], [Na+], O=C([O-])[O-], O. The product is Cc1nc2scc(C)n2c(=O)c1CCN1CCC(C2(c3ccc(F)cc3)OCCO2)CC1. RXN SMILES: [Br:2][CH2:3][CH2:4][c:5]1[c:6]([CH3:16])[n:7][c:8]2[n:9]([c:10]1=[O:11])[c:12]([CH3:15])[cH:13][s:14]2.[BrH:1].[CH3:41][CH:42]([CH3:43])[CH2:44][C:45](=[O:46])[CH3:47].[F:17][c:18]1[cH:19][cH:20][c:21]([C:24]2([CH:29]3[CH2:30][CH2:31][NH:32][CH2:33][CH2:34]3)[O:25][CH2:26][CH2:27][O:28]2)[cH:22][cH:23]1.[Na+:35].[Na+:36].[O-:37][C:38](=[O:39])[O-:40].[OH2:48]>>[CH2:3]([CH2:4][c:5]1[c:6]([CH3:16])[n:7][c:8]2[n:9]([c:10]1=[O:11])[c:12]([CH3:15])[cH:13][s:14]2)[N:32]1[CH2:31][CH2:30][CH:29]([C:24]2([c:21]3[cH:20][cH:19][c:18]([F:17])[cH:23][cH:22]3)[O:25][CH2:26][CH2:27][O:28]2)[CH2:34][CH2:33]1. Reactants: CCOC(=O)/N=N/C(=O)OCC (Diethylazodicarboxylate), COC([C@@H](NC(C(F)(F)F)=O)CC1=CC(=C(C(=C1)Cl)O)Cl)=O (3,5-dichloro-N-trifluoroacetyl-L-tyrosine methyl ester), C1(=CC=CC=C1)C=1OC2=C(N1)C=CC=C2CO ([(2-phenyl)-benzoxazol-7-yl]methanol), C1(=CC=CC=C1)P(C1=CC=CC=C1)C1=CC=CC=C1 (triphenylphosphine). Run in O1CCCC1 (tetrahydrofuran). Reaction conditions: time 60 hour. Yields the product COC([C@@H](NC(C(F)(F)F)=O)CC1=CC(=C(C(=C1)Cl)OCC1=CC=CC=2N=C(OC21)C2=CC=CC=C2)Cl)=O (3,5-dichloro-N-trifluoroacetyl-O-[(2-phenyl)-benzoxazol-7-yl]methyl-L-tyrosine methyl ester). Yield: 81.6%. Reaction SMILES: CCOC(/N=N/C(OCC)=O)=O.[CH3:13][O:14][C:15](=[O:34])[C@H:16]([CH2:24][C:25]1[CH:30]=[C:29]([Cl:31])[C:28]([OH:32])=[C:27]([Cl:33])[CH:26]=1)[NH:17][C:18](=[O:23])[C:19]([F:22])([F:21])[F:20].[C:35]1([C:41]2[O:42][C:43]3[C:49]([CH2:50]O)=[CH:48][CH:47]=[CH:46][C:44]=3[N:45]=2)[CH:40]=[CH:39][CH:38]=[CH:37][CH:36]=1.C1(P(C2C=CC=CC=2)C2C=CC=CC=2)C=CC=CC=1>O1CCCC1>[CH3:13][O:14][C:15](=[O:34])[C@H:16]([CH2:24][C:25]1[CH:26]=[C:27]([Cl:33])[C:28]([O:32][CH2:50][C:49]2[C:43]3[O:42][C:41]([C:35]4[CH:40]=[CH:39][CH:38]=[CH:37][CH:36]=4)=[N:45][C:44]=3[CH:46]=[CH:47][CH:48]=2)=[C:29]([Cl:31])[CH:30]=1)[NH:17][C:18](=[O:23])[C:19]([F:22])([F:20])[F:21]. Procedure details: Diethylazodicarboxylate (40% toluene solution 0.63 ml) was added dropwise to a solution of 3,5-dichloro-N-trifluoroacetyl-L-tyrosine methyl ester (252 mg, 0.7 mmol), [(2-phenyl)-benzoxazol-7-yl]methanol (193 mg, 0.857 mmol) and triphenylphosphine (374 mg, 1.43 mmol) in tetrahydrofuran (3 ml) under argon atmosphere at 5° C., and the mixture was stirred at the same temperature for 60 hrs. The solvent of the reaction mixture was distilled off under reduced pressure. The residue was purified by colu... Yields the product N1=C(N=CC=C1)N1CC2=C(C=CC=C2CC1)C(=O)O (2-(Pyrimidin-2-yl)-1,2,3,4-tetrahydroisoquinoline-8-carboxylic acid). Reaction SMILES: [N:1]1[CH:6]=[CH:5][CH:4]=[N:3][C:2]=1[N:7]1[CH2:16][CH2:15][C:14]2[C:9](=[C:10]([C:17]([O:19]C)=[O:18])[CH:11]=[CH:12][CH:13]=2)[CH2:8]1.[OH-].[Na+].Cl>C1COCC1>[N:1]1[CH:6]=[CH:5][CH:4]=[N:3][C:2]=1[N:7]1[CH2:16][CH2:15][C:14]2[C:9](=[C:10]([C:17]([OH:19])=[O:18])[CH:11]=[CH:12][CH:13]=2)[CH2:8]1 |f:1.2|. Reactants: N1=C(N=CC=C1)N1CC2=C(C=CC=C2CC1)C(=O)OC (Methyl 2-(pyrimidin-2-yl)-1,2,3,4-tetrahydroisoquinoline-8-carboxylate), [OH-].[Na+] (NaOH), Cl (HCl). Solvent: C1CCOC1 (THF). Reported procedure: Compound 9u (187 mg, 0.44 mmol) was refluxed with 3N aqueous NaOH (0.25 mL mg, 0.75 mmol) in THF (6 mL) overnight. Concentrated HCl solution was added to the mixture to adjust pH to 3˜4. The resulting mixture was concentrated to give 9v (350 mg) as the tris-HCl salt. Yield: 311.6%.